From a dataset of the Open Reaction Database (ORD), a public repository of structured organic reaction records. describe an organic reaction: reactants, conditions, products, and yield The reactants are COC(=O)c1cc(N)c(O)c(C(F)(F)F)c1, Cc1ccccc1, COc1ccc(Cl)cc1S(=O)(=O)Cl. The product is COC(=O)c1cc(NS(=O)(=O)c2cc(Cl)ccc2OC)c(O)c(C(F)(F)F)c1. RXN SMILES: [CH3:1][O:2][C:3]([c:4]1[cH:5][c:6]([NH2:15])[c:7]([OH:14])[c:8]([C:10]([F:11])([F:12])[F:13])[cH:9]1)=[O:16].[CH3:30][c:31]1[cH:32][cH:33][cH:34][cH:35][cH:36]1.[Cl:17][c:18]1[cH:19][cH:20][c:21]([O:28][CH3:29])[c:22]([S:24](=[O:25])(=[O:26])[Cl:27])[cH:23]1>>[CH3:1][O:2][C:3]([c:4]1[cH:5][c:6]([NH:15][S:24]([c:22]2[c:21]([O:28][CH3:29])[cH:20][cH:19][c:18]([Cl:17])[cH:23]2)(=[O:25])=[O:26])[c:7]([OH:14])[c:8]([C:10]([F:11])([F:12])[F:13])[cH:9]1)=[O:16]. Yields the product C(CCCCCCC\C=C/CCCCCCCC)(=O)NC1=C(C=CC=C1)NC(CCNC(=O)C1OC(OCC1(C)C)(C)C)=O (N-[2-(Oleoylamino)phenyl]-3-[N-(2,2,5,5-tetramethyl-1,3-dioxane-4-carbonyl)amino]propanamide). Reaction SMILES: Cl.C(N=C=NCCCN(C)C)C.[C:13]([NH:32][C:33]1[CH:39]=[CH:38][CH:37]=[CH:36][C:34]=1[NH2:35])(=[O:31])[CH2:14][CH2:15][CH2:16][CH2:17][CH2:18][CH2:19][CH2:20]/[CH:21]=[CH:22]\[CH2:23][CH2:24][CH2:25][CH2:26][CH2:27][CH2:28][CH2:29][CH3:30].[CH3:40][C:41]1([CH3:57])[O:46][CH:45]([C:47]([NH:49][CH2:50][CH2:51][C:52](O)=[O:53])=[O:48])[C:44]([CH3:56])([CH3:55])[CH2:43][O:42]1>C(Cl)Cl>[C:13]([NH:32][C:33]1[CH:39]=[CH:38][CH:37]=[CH:36][C:34]=1[NH:35][C:52](=[O:53])[CH2:51][CH2:50][NH:49][C:47]([CH:45]1[C:44]([CH3:55])([CH3:56])[CH2:43][O:42][C:41]([CH3:57])([CH3:40])[O:46]1)=[O:48])(=[O:31])[CH2:14][CH2:15][CH2:16][CH2:17][CH2:18][CH2:19][CH2:20]/[CH:21]=[CH:22]\[CH2:23][CH2:24][CH2:25][CH2:26][CH2:27][CH2:28][CH2:29][CH3:30] |f:0.1|. Run in C(Cl)Cl (methylene chloride). Isolated yield 81.6%. Reported procedure: 1-Ethyl-3-(3-dimethylaminopropyl)carbodiimide hydrochloride (211 mg) was added to a solution of 372 mg of 2-oleoylaminoaniline and 259 mg of 3-[N-(2,2,5,5-tetramethyl-1,3-dioxane-4-carbonyl)amino]propionic acid in 30 ml of methylene chloride under ice cooling. The mixture was stirred in situ for one night. The reaction mixture was washed with water and dried over anhydrous sodium sulfate, filtered and the filtate evaporation under vacuum to obtain the crude title products. Then, the residue obta... Reactants: Cl.C(C)N=C=NCCCN(C)C (1-Ethyl-3-(3-dimethylaminopropyl)carbodiimide hydrochloride), C(CCCCCCC\C=C/CCCCCCCC)(=O)NC1=C(N)C=CC=C1 (2-oleoylaminoaniline), CC1(OCC(C(O1)C(=O)NCCC(=O)O)(C)C)C (3-[N-(2,2,5,5-tetramethyl-1,3-dioxane-4-carbonyl)amino]propionic acid). Reactants: C(C)OC(=O)C1(CCC(CC1)O[Si](C1=CC=CC=C1)(C1=CC=CC=C1)C(C)(C)C)CC#N (4-(tert-butyl-diphenyl-silanyloxy)-1-cyanomethyl-cyclohexanecarboxylic acid ethyl ester), O (water), [BH4-].[Na+] (sodium borohydride), [OH-].[NH4+] (ammonium hydroxide). Reagents/catalysts: O.O.O.O.O.O.[Co](Cl)Cl (cobalt (II) chloride hexahydrate). Run in C1CCOC1 (THF). Conditions: time 16 hour. The product is C(C)(C)(C)[Si](OC1CCC2(CCNC2=O)CC1)(C1=CC=CC=C1)C1=CC=CC=C1 (8-(tert-Butyl-diphenyl-silanyloxy)-2-aza-spiro[4.5]decan-1-one). Isolated yield 18.5%. RXN SMILES: C([O:3][C:4]([C:6]1([CH2:30][C:31]#[N:32])[CH2:11][CH2:10][CH:9]([O:12][Si:13]([C:26]([CH3:29])([CH3:28])[CH3:27])([C:20]2[CH:25]=[CH:24][CH:23]=[CH:22][CH:21]=2)[C:14]2[CH:19]=[CH:18][CH:17]=[CH:16][CH:15]=2)[CH2:8][CH2:7]1)=O)C.O.[BH4-].[Na+].[OH-].[NH4+]>C1COCC1.O.O.O.O.O.O.[Co](Cl)Cl>[C:26]([Si:13]([C:20]1[CH:21]=[CH:22][CH:23]=[CH:24][CH:25]=1)([C:14]1[CH:15]=[CH:16][CH:17]=[CH:18][CH:19]=1)[O:12][CH:9]1[CH2:10][CH2:11][C:6]2([C:4](=[O:3])[NH:32][CH2:31][CH2:30]2)[CH2:7][CH2:8]1)([CH3:29])([CH3:28])[CH3:27] |f:2.3,4.5,7.8.9.10.11.12.13|. Reported procedure: Treat a 0° C. mixture of 4-(tert-butyl-diphenyl-silanyloxy)-1-cyanomethyl-cyclohexanecarboxylic acid ethyl ester (7.19 g, 15.9 mmol), cobalt (II) chloride hexahydrate (1.90 g, 7.98 mmol) in THF (130 mL), and water (65 mL) portion-wise with sodium borohydride (3.02 g, 7.98 mmol). Warm to room temperature and stir for 16 hours under N2. Heat the reaction to 50° C. for 8 hours, cool to room temperature and stir 16 hours under N2. Treat the reaction with 28% ammonium hydroxide (2 mL) and filter thro... Reactants: C(C1=CC=CC=C1)OC=1C=C2C=CNC2=CC1 (5-benzyloxyindole), N1CCC(CC1)=O (4-piperidone). Yields the product C(C1=CC=CC=C1)OC=1C=C2C(=CNC2=CC1)C1=CCNCC1 (5-benzyloxy-3-[1,2,5,6-tetrahydro-4-pyridinyl]-1H-indole). Reaction SMILES: [CH2:1]([O:8][C:9]1[CH:10]=[C:11]2[C:15](=[CH:16][CH:17]=1)[NH:14][CH:13]=[CH:12]2)[C:2]1[CH:7]=[CH:6][CH:5]=[CH:4][CH:3]=1.[NH:18]1[CH2:23][CH2:22][C:21](=O)[CH2:20][CH2:19]1>>[CH2:1]([O:8][C:9]1[CH:10]=[C:11]2[C:15](=[CH:16][CH:17]=1)[NH:14][CH:13]=[C:12]2[C:21]1[CH2:22][CH2:23][NH:18][CH2:19][CH:20]=1)[C:2]1[CH:3]=[CH:4][CH:5]=[CH:6][CH:7]=1. Reported procedure: Starting with 5.0 gm (22 mMol) 5-benzyloxyindole and 6.88 gm (45 mMol) 4-piperidone.HCl.H2O, 6.53 gm (97.6%) of 5-benzyloxy-3-[1,2,5,6-tetrahydro-4-pyridinyl]-1H-indole were recovered as a light yellow solid by the procedure described in Preparation I. The material was used in the subsequent step without further purification. The reactants are ice water, ClCCCC(=O)Cl (chlorobutyryl chloride), NN1CC(C(C2=CC=C(C=C12)S(=O)(=O)C1=CC=CC=C1)=O)(C)C (1-amino-2,3-dihydro-3,3-dimethyl-7-phenylsulfonyl-4(1H)-quinolinone). Run in N1=CC=CC=C1 (pyridine). The product is CC1(CN(C2=CC(=CC=C2C1=O)S(=O)(=O)C1=CC=CC=C1)N1C(CCC1)=O)C (2,3-Dihydro-3,3-dimethyl-7-phenylsulfonyl-1-(2-oxopyrrolidin-1-yl)-4(1H)-quinolinone). Yield: 41.0%. RXN SMILES: Cl[CH2:2][CH2:3][CH2:4][C:5](Cl)=[O:6].[NH2:8][N:9]1[C:18]2[C:13](=[CH:14][CH:15]=[C:16]([S:19]([C:22]3[CH:27]=[CH:26][CH:25]=[CH:24][CH:23]=3)(=[O:21])=[O:20])[CH:17]=2)[C:12](=[O:28])[C:11]([CH3:30])([CH3:29])[CH2:10]1>N1C=CC=CC=1>[CH3:29][C:11]1([CH3:30])[C:12](=[O:28])[C:13]2[C:18](=[CH:17][C:16]([S:19]([C:22]3[CH:27]=[CH:26][CH:25]=[CH:24][CH:23]=3)(=[O:21])=[O:20])=[CH:15][CH:14]=2)[N:9]([N:8]2[CH2:2][CH2:3][CH2:4][C:5]2=[O:6])[CH2:10]1. Procedure details: While stirring under chilling with ice water, 220 μl of chlorobutyryl chloride were added to a solution of 550 mg of 1-amino-2,3-dihydro-3,3-dimethyl-7-phenylsulfonyl-4(1H)-quinolinone in pyridine. After stirring overnight at room temperature, the liquid reaction mixture was extracted with chloroform with the system acidified with hydrochloric acid. After the extract was dried over magnesium sulfate, chloroform was distilled off. The residue was dissolved in dimethylformamide, and 91 mg of sodiu... Reactants: CN(/C=C/C(=O)C1=NN(C=CC1=O)C1=CC(=CC=C1)S(=O)(=O)C)C (3-((E)-3-dimethylamino-acryloyl)-1-(3-methansulfonyl-phenyl)-1H-pyridazin-4-one), O1CCOC2=C1C=CC(=C2)NN ((2,3-dihydro-benzo[1,4]dioxin-6-yl)-hydrazine). The product is O1CCOC2=C1C=CC(=C2)N2N=CC=C2C2=NN(C=CC2=O)C2=CC(=CC=C2)S(=O)(=O)C (3-[2-(2,3-Dihydro-benzo[1,4]dioxin-6-yl)-2H-pyrazol-3-yl]-1-(3-methanesulfonyl-phenyl)-1H-pyridazin-4-one). As a reaction SMILES: C[N:2](C)/[CH:3]=[CH:4]/[C:5]([C:7]1[C:12](=[O:13])[CH:11]=[CH:10][N:9]([C:14]2[CH:19]=[CH:18][CH:17]=[C:16]([S:20]([CH3:23])(=[O:22])=[O:21])[CH:15]=2)[N:8]=1)=O.[O:25]1[C:30]2[CH:31]=[CH:32][C:33]([NH:35]N)=[CH:34][C:29]=2[O:28][CH2:27][CH2:26]1>>[O:25]1[C:30]2[CH:31]=[CH:32][C:33]([N:35]3[C:5]([C:7]4[C:12](=[O:13])[CH:11]=[CH:10][N:9]([C:14]5[CH:19]=[CH:18][CH:17]=[C:16]([S:20]([CH3:23])(=[O:22])=[O:21])[CH:15]=5)[N:8]=4)=[CH:4][CH:3]=[N:2]3)=[CH:34][C:29]=2[O:28][CH2:27][CH2:26]1. Reported procedure: Reaction of 3-((E)-3-dimethylamino-acryloyl)-1-(3-methansulfonyl-phenyl)-1H-pyridazin-4-one (A-7) and (2,3-dihydro-benzo[1,4]dioxin-6-yl)-hydrazine according to example 43 gave the desired product. MS: M=451 (M+H)+